From a dataset of the Open Reaction Database (ORD), a public repository of structured organic reaction records. describe an organic reaction: reactants, conditions, products, and yield Starting materials: C1=CN(C=N1)CC(O)(P(=O)(O)O)P(=O)(O)O.O (zoledronic acid monohydrate), C([C@@H](O)[C@@H](O)[C@H](O)[C@H](O)CO)O (mannitol), solution. Run in O (water). Yields the product C1=CN(C=N1)CC(O)(P(=O)(O)O)P(=O)(O)O (Zoledronic Acid). As a reaction SMILES: [CH:1]1[N:5]=[CH:4][N:3]([CH2:6][C:7]([P:13]([OH:16])([OH:15])=[O:14])([P:9]([OH:12])([OH:11])=[O:10])[OH:8])[CH:2]=1.O.C(O)[C@H]([C@H]([C@@H]([C@@H](CO)O)O)O)O>O>[CH:1]1[N:5]=[CH:4][N:3]([CH2:6][C:7]([P:9]([OH:12])([OH:11])=[O:10])([P:13]([OH:15])([OH:16])=[O:14])[OH:8])[CH:2]=1 |f:0.1|. Procedure: 533.1 mg of zoledronic acid monohydrate (equivalent to 500 mg of zoledronic acid) and 480.0 g of mannitol are added to 7520 g of water for injection and stirred until a clear solution with a total weight of 8000 g is obtained. Each 800 g of this solution (equivalent to 50 mg of zoledronic acid) are titrated with Reactants: CC=1C(=NC2=C(C=CC=C2N1)C1=CC=2C(NCCC2N1)=O)N[C@H]1CN(CCC1)C(=O)OC(C)(C)C (tert-butyl (3R)-3-((3-methyl-8-(4-oxo-4,5,6,7-tetrahydro-1H-pyrrolo[3,2-c]pyridin-2-yl)-2-quinoxalinyl)amino)-1-piperidinecarboxylate), C(=O)(C(F)(F)F)O (TFA). Solvent: C(Cl)Cl (DCM). Product: CC1=NC2=CC=CC(=C2N=C1N[C@H]1CNCCC1)C1=CC=2C(NCCC2N1)=O (2-(2-methyl-3-((3R)-3-piperidinylamino)-5-quinoxalinyl)-1,5,6,7-tetrahydro-4H-pyrrolo[3,2-c]pyridin-4-one). Yield: 48.0%. As a reaction SMILES: [CH3:1][C:2]1[C:3]([NH:22][C@@H:23]2[CH2:28][CH2:27][CH2:26][N:25](C(OC(C)(C)C)=O)[CH2:24]2)=[N:4][C:5]2[C:10]([N:11]=1)=[CH:9][CH:8]=[CH:7][C:6]=2[C:12]1[NH:20][C:19]2[CH2:18][CH2:17][NH:16][C:15](=[O:21])[C:14]=2[CH:13]=1.C(O)(C(F)(F)F)=O>C(Cl)Cl>[CH3:1][C:2]1[C:3]([NH:22][C@@H:23]2[CH2:28][CH2:27][CH2:26][NH:25][CH2:24]2)=[N:4][C:5]2[C:10](=[CH:9][CH:8]=[CH:7][C:6]=2[C:12]2[NH:20][C:19]3[CH2:18][CH2:17][NH:16][C:15](=[O:21])[C:14]=3[CH:13]=2)[N:11]=1. Reported procedure: Prepared according to Example 53, using tert-butyl (3R)-3-((3-methyl-8-(4-oxo-4,5,6,7-tetrahydro-1H-pyrrolo[3,2-c]pyridin-2-yl)-2-quinoxalinyl)amino)-1-piperidinecarboxylate (Ex. 52) and (2.5:1) DCM:TFA. Purification by reverse-phase preparative HPLC (Phenomenex Gemini column, 10 micron, C18, 100 Å, 150×30 mm, 0.1% TFA in ACN/H2O, gradient 5% to 80%) provided 2-(2-methyl-3-((3R)-3-piperidinylamino)-5-quinoxalinyl)-1,5,6,7-tetrahydro-4H-pyrrolo[3,2-c]pyridin-4-one (115 mg, 48%) as the free base a... Reactants: CN, CO, Cc1cc(Nc2cc(Cl)nc(N3CCCC3c3cc(-c4ccccn4)no3)n2)n[nH]1. Yields the product CNc1cc(Nc2cc(C)[nH]n2)nc(N2CCCC2c2cc(-c3ccccn3)no2)n1. RXN SMILES: [CH3:31][NH2:32].[CH3:33][OH:34].[Cl:1][c:2]1[cH:3][c:4]([NH:24][c:25]2[n:26][nH:27][c:28]([CH3:30])[cH:29]2)[n:5][c:6]([N:8]2[CH:9]([c:13]3[cH:14][c:15](-[c:18]4[n:19][cH:20][cH:21][cH:22][cH:23]4)[n:16][o:17]3)[CH2:10][CH2:11][CH2:12]2)[n:7]1>>[c:2]1([NH:32][CH3:31])[cH:3][c:4]([NH:24][c:25]2[n:26][nH:27][c:28]([CH3:30])[cH:29]2)[n:5][c:6]([N:8]2[CH:9]([c:13]3[cH:14][c:15](-[c:18]4[n:19][cH:20][cH:21][cH:22][cH:23]4)[n:16][o:17]3)[CH2:10][CH2:11][CH2:12]2)[n:7]1. Starting materials: CC(CO)NCc1ccccc1, [Cl-], O=C(O)CCl, ClCCl, O. Yields the product CC(CO)N(Cc1ccccc1)C(=O)CCl. Reaction SMILES: [CH2:1]([c:2]1[cH:3][cH:4][cH:5][cH:6][cH:7]1)[NH:8][CH:9]([CH2:10][OH:11])[CH3:12].[Cl-:13].[Cl:14][CH2:15][C:16](=[O:17])[OH:18].[Cl:20][CH2:21][Cl:22].[OH2:19]>>[CH2:1]([c:2]1[cH:3][cH:4][cH:5][cH:6][cH:7]1)[N:8]([CH:9]([CH2:10][OH:11])[CH3:12])[C:16]([CH2:15][Cl:14])=[O:17].